Dataset: the Open Reaction Database (ORD), a public repository of structured organic reaction records. Task: describe an organic reaction: reactants, conditions, products, and yield Starting materials: CCCC[N+](CCCC)(CCCC)CCCC, ClCCl, COS(=O)(=O)OC, [N-]=[N+]=NC1CCCCC1O, [Na+], [OH-], O=S(=O)([O-])O. The product is COC1CCCCC1N=[N+]=[N-]. RXN SMILES: [CH2:25]([N+:26]([CH2:27][CH2:28][CH2:29][CH3:30])([CH2:31][CH2:32][CH2:33][CH3:34])[CH2:35][CH2:36][CH2:37][CH3:38])[CH2:39][CH2:40][CH3:41].[CH2:42]([Cl:43])[Cl:44].[CH3:13][O:14][S:15]([O:16][CH3:17])(=[O:18])=[O:19].[N:1](=[N+:2]=[N-:3])[CH:4]1[CH:5]([OH:10])[CH2:6][CH2:7][CH2:8][CH2:9]1.[Na+:12].[OH-:11].[S:20]([O-:21])([OH:22])(=[O:23])=[O:24]>>[N:1](=[N+:2]=[N-:3])[CH:4]1[CH:5]([O:10][CH3:13])[CH2:6][CH2:7][CH2:8][CH2:9]1.